From a dataset of the Open Reaction Database (ORD), a public repository of structured organic reaction records. describe an organic reaction: reactants, conditions, products, and yield The reactants are CC(C)(C)OC(=O)OC(C)(C)C, CCOC(C)=O, Cl, [Na+], C1COCCO1, [OH-], O, OC1CCCNC1. Product: CC(C)(C)OC(=O)N1CCCC(O)C1. RXN SMILES: [C:11]([O:12][C:13]([CH3:14])([CH3:15])[CH3:16])([O:17][C:19]([CH3:20])([CH3:21])[CH3:22])=[O:18].[CH3:30][CH2:31][O:32][C:33](=[O:34])[CH3:35].[ClH:1].[Na+:10].[O:23]1[CH2:24][CH2:25][O:26][CH2:27][CH2:28]1.[OH-:9].[OH2:29].[OH:2][CH:3]1[CH2:4][NH:5][CH2:6][CH2:7][CH2:8]1>>[OH:2][CH:3]1[CH2:4][N:5]([C:11]([O:12][C:13]([CH3:14])([CH3:15])[CH3:16])=[O:17])[CH2:6][CH2:7][CH2:8]1.